From a dataset of the Open Reaction Database (ORD), a public repository of structured organic reaction records. describe an organic reaction: reactants, conditions, products, and yield Starting materials: Cl.N[C@H]1CC[C@H](CC1)NC(=O)C1=C(NC2=C1N=CN=C2C2=C(C=C(C(=C2)C)F)OCC2CC2)C (N-(cis-4-aminocyclohexyl)-4-[2-(cyclopropylmethoxy)-4-fluoro-5-methylphenyl]-6-methyl-5H-pyrrolo[3,2-d]pyrimidine-7-carboxamide hydrochloride), C(C)(=O)O[C@H](C(=O)Cl)C ((2S)-1-chloro-1-oxopropan-2-yl acetate). Product: C1(CC1)COC1=C(C=C(C(=C1)F)C)C=1C2=C(N=CN1)C(=C(N2)C)C(=O)N[C@@H]2CC[C@@H](CC2)NC([C@H](C)O)=O (4-[2-(Cyclopropylmethoxy)-4-fluoro-5-methylphenyl]-N-(cis-4-{[(2S)-2-hydroxypropanoyl]amino}cyclohexyl)-6-methyl-5H-pyrrolo[3,2-d]pyrimidine-7-carboxamide). RXN SMILES: Cl.[NH2:2][C@@H:3]1[CH2:8][CH2:7][C@H:6]([NH:9][C:10]([C:12]2[C:16]3[N:17]=[CH:18][N:19]=[C:20]([C:21]4[CH:26]=[C:25]([CH3:27])[C:24]([F:28])=[CH:23][C:22]=4[O:29][CH2:30][CH:31]4[CH2:33][CH2:32]4)[C:15]=3[NH:14][C:13]=2[CH3:34])=[O:11])[CH2:5][CH2:4]1.C([O:38][C@@H:39]([CH3:43])[C:40](Cl)=[O:41])(=O)C>>[CH:31]1([CH2:30][O:29][C:22]2[CH:23]=[C:24]([F:28])[C:25]([CH3:27])=[CH:26][C:21]=2[C:20]2[C:15]3[NH:14][C:13]([CH3:34])=[C:12]([C:10]([NH:9][C@H:6]4[CH2:7][CH2:8][C@@H:3]([NH:2][C:40](=[O:41])[C@@H:39]([OH:38])[CH3:43])[CH2:4][CH2:5]4)=[O:11])[C:16]=3[N:17]=[CH:18][N:19]=2)[CH2:32][CH2:33]1 |f:0.1|. Reported procedure: Starting from N-(cis-4-aminocyclohexyl)-4-[2-(cyclopropylmethoxy)-4-fluoro-5-methylphenyl]-6-methyl-5H-pyrrolo[3,2-d]pyrimidine-7-carboxamide hydrochloride (example D.f42) and commercially available (2S)-1-chloro-1-oxopropan-2-yl acetate the title compound is obtained as colorless solid. Reaction SMILES: C(OC([N:8]1[C:16]2[C:11](=[CH:12][CH:13]=[C:14]([CH2:17][C:18]3[CH:23]=[CH:22][CH:21]=[CH:20][CH:19]=3)[CH:15]=2)[C:10]2([CH2:26][N:25]([C:27](=[O:29])[CH3:28])[CH2:24]2)[CH2:9]1)=O)(C)(C)C.[ClH:30]>CCOC(C)=O>[ClH:30].[C:27]([N:25]1[CH2:24][C:10]2([C:11]3[C:16](=[CH:15][C:14]([CH2:17][C:18]4[CH:23]=[CH:22][CH:21]=[CH:20][CH:19]=4)=[CH:13][CH:12]=3)[NH:8][CH2:9]2)[CH2:26]1)(=[O:29])[CH3:28] |f:3.4|. Yields the product Cl.C(C)(=O)N1CC2(CNC3=CC(=CC=C23)CC2=CC=CC=C2)C1 (1-Acetyl-6′-benzyl-1′,2′-dihydrospiro[azetidine-3,3′-indole]hydrochloride). Procedure details: 1-Acetyl-6′-benzyl-1′,2′-dihydrospiro[azetidine-3,3′-indole]-1′-yl-carboxylic acid tert-butyl ester was taken up in saturated HCl in EtOAc (5 mL). The reaction was stirred for 1 h at ambient temperature and then concentrated in vacuo. The residue was taken up in MeOH and concentrated in vacuo again to yield the title compound. MS: [M+H]+=293. Run at time 1 hour. Starting materials: C(C)(C)(C)OC(=O)N1CC2(C3=CC=C(C=C13)CC1=CC=CC=C1)CN(C2)C(C)=O (1-Acetyl-6′-benzyl-1′,2′-dihydrospiro[azetidine-3,3′-indole]-1′-yl-carboxylic acid tert-butyl ester), Cl (HCl). Solvent: CCOC(=O)C (EtOAc). Reactants: resultant mixture, C(C)(=O)[O-].[NH4+] (ammonium acetate), C(#N)[BH3-].[Na+] (sodium cyanoborohydride), ClC1=CC(=C(OCC(C)=O)C=C1)C ((4-chloro-2-methylphenoxy)acetone). Solvent: CO (methanol). Conditions: time 1 hour. Yields the product ClC1=CC(=C(OCC(C)N)C=C1)C (2-(4-chloro-2-methylphenoxy)-1-methylethylamine). Yield: 80.3%. Reaction SMILES: C([O-])(=O)C.[NH4+].C([BH3-])#[N:7].[Na+].[Cl:10][C:11]1[CH:21]=[CH:20][C:14]([O:15][CH2:16][C:17](=O)[CH3:18])=[C:13]([CH3:22])[CH:12]=1>CO>[Cl:10][C:11]1[CH:21]=[CH:20][C:14]([O:15][CH2:16][CH:17]([NH2:7])[CH3:18])=[C:13]([CH3:22])[CH:12]=1 |f:0.1,2.3|. Procedure details: 120 g of ammonium acetate and 9.8 g of sodium cyanoborohydride were added to a solution containing 31 g of (4-chloro-2-methylphenoxy)acetone dissolved in 700 mL of methanol, and the resultant mixture was stirred for 20 hours at room temperature. After the reaction mixture was concentrated under reduced pressure. 180 mL of concentrated hydrochloric acid and 100 mL of water were added to the residue. The whole mixture was stirred for 1 hour, and then extracted with 300 mL of diethyl ether. The wat... The reactants are C(C1=CC=CC=C1)(C1=CC=CC=C1)(C1=CC=CC=C1)Cl (trityl chloride), C[Si](C)(C)Cl (trimethylsilyl chloride), C[Si](N[Si](C)(C)C)(C)C (hexamethyldisilazane), N[C@H](CO)C(=O)O (D-serine). The solvent is C(C)N(CC)CC (Triethylamine), ClCCl (dichloromethane), CO (methanol), CO (methanol), ClCCl (dichloromethane). Conditions: temperature 0 celsius, time 8 hour. The product is C(C1=CC=CC=C1)(C1=CC=CC=C1)(C1=CC=CC=C1)N[C@H](CO)C(=O)O (N-trityl-D-serine). RXN SMILES: [NH2:1][C@@H:2]([C:5]([OH:7])=[O:6])[CH2:3][OH:4].C[Si](Cl)(C)C.C[Si](C)(C)N[Si](C)(C)C.[C:22](Cl)([C:35]1[CH:40]=[CH:39][CH:38]=[CH:37][CH:36]=1)([C:29]1[CH:34]=[CH:33][CH:32]=[CH:31][CH:30]=1)[C:23]1[CH:28]=[CH:27][CH:26]=[CH:25][CH:24]=1>ClCCl.CO.C(N(CC)CC)C>[C:22]([NH:1][C@@H:2]([C:5]([OH:7])=[O:6])[CH2:3][OH:4])([C:23]1[CH:28]=[CH:27][CH:26]=[CH:25][CH:24]=1)([C:35]1[CH:36]=[CH:37][CH:38]=[CH:39][CH:40]=1)[C:29]1[CH:30]=[CH:31][CH:32]=[CH:33][CH:34]=1. Reported procedure: To dichloromethane (400 ml), D-serine (50 g) was added at ambient temperature under nitrogen atmosphere to form a suspension and then trimethylsilyl chloride (61.92 g) and hexamethyldisilazane (107.5 ml) were added to the suspension in 10-15 minutes at ambient temperature. The reaction mixture was refluxed at 35° C. to 40° C. for 3 hours and then it was cooled to 0° C. To this mixture, a solution of anhydrous methanol (22.83 g) in dichloromethane (50 ml) was added at 0° C. and the mixture was al... The reactants are O=CC1=CC=C(Cl)C=C1. The reagents and catalysts are NC(C)(C)C, O1B(OC(C)(C)C1(C)C)B2OC(C)(C)C(O2)(C)C, N1=CC=CC2=CC=CC(N)=C12, O1BOC(C)(C)C1(C)C, C[OH2+].C[OH2+].C1CC=CCCC=C1.C1CC=CCCC=C1.[Ir].[Ir]. Run in O1CCCC1. Run at temperature 90 celsius, time 12 hour. Yields the product O=CC1=CC=C(Cl)C=C1B2OC(C)(C)C(O2)(C)C. Yield: 78.0%. Solvent: CO (methanol), C1=CC=CC=C1 (benzene), O1CCCC1.C(C)(C)O (tetrahydrofuran isopropanol), C(C)(C)O (isopropanol), O1CCCC1 (tetrahydrofuran). Run at time 12 hour. Reported procedure: 355 Milligrams of 2,2'-tetramethylenebis[1,4-dimethoxy-3,6-bis(methoxymethoxy)benzene] was dissolved in a mixed solvent of 8 ml of isopropanol with 4 ml of tetrahydrofuran, to this solution was added 1.2 ml of solution prepared by dissolving 10% (by weight/weight) of hydrogen chloride in a mixed solvent of tetrahydrofuran-isopropanol (1:1), and the mixture was stirred at room temperature for 12 hours. The reaction mixture was concentrated under reduced pressure, to the residue obtained was added... Yields the product COC1=C(C(C(=CC1=O)OC)=O)CCCCC=1C(C(=CC(C1OC)=O)OC)=O (2,2'-tetramethylenebis(3,6-dimethoxy-1,4 -benzoquinone)). RXN SMILES: [CH3:1][O:2][C:3]1[C:8]([O:9]COC)=[CH:7][C:6]([O:13][CH3:14])=[C:5]([O:15]COC)[C:4]=1[CH2:19][CH2:20][CH2:21][CH2:22][C:23]1[C:28]([O:29]COC)=[C:27]([O:33][CH3:34])[CH:26]=[C:25]([O:35]COC)[C:24]=1[O:39][CH3:40].Cl.C(=O)([O-])O.[Na+].O=O>C(O)(C)C.O1CCCC1.O1CCCC1.C(O)(C)C.CO.C1C=CC=CC=1>[CH3:40][O:39][C:24]1[C:25](=[O:35])[CH:26]=[C:27]([O:33][CH3:34])[C:28](=[O:29])[C:23]=1[CH2:22][CH2:21][CH2:20][CH2:19][C:4]1[C:5](=[O:15])[C:6]([O:13][CH3:14])=[CH:7][C:8](=[O:9])[C:3]=1[O:2][CH3:1] |f:2.3,7.8|. Reactants: O=O (oxygen), Cl (hydrogen chloride), solution, COC1=C(C(=C(C=C1OCOC)OC)OCOC)CCCCC1=C(C(=CC(=C1OCOC)OC)OCOC)OC (2,2'-tetramethylenebis[1,4-dimethoxy-3,6-bis(methoxymethoxy)benzene]), C(O)([O-])=O.[Na+] (sodium hydrogen carbonate). Reactants: C[O-].[Na+] (sodium methoxide), Cl.Cl.C(C1=CC=CC=C1)NN (benzylhydrazine dihydrochloride), O (water), C(#N)CC(=O)C=1OC(=CC1)CO (2-cyanomethylcarbonyl-5-hydroxymethylfuran). Run in C(C)O (ethanol). Product: NC1=CC(=NN1CC1=CC=CC=C1)C=1OC(=CC1)CO (5-Amino-1-benzyl-3-(5-hydroxymethyl-2-furyl)-pyrazole). Reaction SMILES: C[O-].[Na+].Cl.Cl.[CH2:6]([NH:13][NH2:14])[C:7]1[CH:12]=[CH:11][CH:10]=[CH:9][CH:8]=1.[C:15]([CH2:17][C:18]([C:20]1[O:21][C:22]([CH2:25][OH:26])=[CH:23][CH:24]=1)=O)#[N:16].O>C(O)C>[NH2:16][C:15]1[N:13]([CH2:6][C:7]2[CH:12]=[CH:11][CH:10]=[CH:9][CH:8]=2)[N:14]=[C:18]([C:20]2[O:21][C:22]([CH2:25][OH:26])=[CH:23][CH:24]=2)[CH:17]=1 |f:0.1,2.3.4|. Reported procedure: 44.1 g (817 mmol) of sodium methoxide is added with stirring to a solution of 79.5 g (408 mmol) of benzylhydrazine dihydrochloride in 1.3 l of ethanol. After 15 min 67.4 g (408 mmol) of 2-cyanomethylcarbonyl-5-hydroxymethylfuran are added and the mixture is stirred under reflux for 3 hours. After cooling, 1 l of water is added, the ethanol part is evaporated in vacuo and the precipitated crystals are filtered off with suction. After washing, with water and then with ether, the precipitate is dri... Starting materials: OCc1ccc(OCc2ccccc2)cc1Cl, ClCCl, O=[Mn]=O. Yields the product O=Cc1ccc(OCc2ccccc2)cc1Cl. Reaction SMILES: [CH2:1]([c:2]1[cH:3][cH:4][cH:5][cH:6][cH:7]1)[O:8][c:9]1[cH:10][c:11]([Cl:17])[c:12]([CH2:15][OH:16])[cH:13][cH:14]1.[Cl:18][CH2:19][Cl:20].[O:21]=[Mn:22]=[O:23]>>[CH2:1]([c:2]1[cH:3][cH:4][cH:5][cH:6][cH:7]1)[O:8][c:9]1[cH:10][c:11]([Cl:17])[c:12]([CH:15]=[O:16])[cH:13][cH:14]1.